From a dataset of the Open Reaction Database (ORD), a public repository of structured organic reaction records. describe an organic reaction: reactants, conditions, products, and yield The reactants are Cl (hydrogen chloride), COC1=CC=C(CS[C@H]2C[C@H](N(C2)C(=O)OCC2=CC=C(C=C2)[N+](=O)[O-])C(=O)N2CCN(CC2)C(=O)OC(C)(C)C)C=C1 ((2S,4S)-4-(4-methoxybenzylthio)-2-(4-t-butoxycarbonylpiperazin-1-ylcarbonyl)-1-(4-nitrobenzyloxycarbonyl)pyrrolidine). Solvent: C(C)(=O)OCC (ethyl acetate), C(C)(=O)OCC (ethyl acetate). Yields the product Cl.COC1=CC=C(CS[C@H]2C[C@H](N(C2)C(=O)OCC2=CC=C(C=C2)[N+](=O)[O-])C(=O)N2CCNCC2)C=C1 ((2S,4S)-4-(4-Methoxybenzylthio)-2-(1-piperazinyl-carbonyl)-1-(4-nitrobenzyloxycarbonyl)pyrrolidine hydrochloride). Reaction SMILES: [ClH:1].[CH3:2][O:3][C:4]1[CH:44]=[CH:43][C:7]([CH2:8][S:9][C@@H:10]2[CH2:14][N:13]([C:15]([O:17][CH2:18][C:19]3[CH:24]=[CH:23][C:22]([N+:25]([O-:27])=[O:26])=[CH:21][CH:20]=3)=[O:16])[C@H:12]([C:28]([N:30]3[CH2:35][CH2:34][N:33](C(OC(C)(C)C)=O)[CH2:32][CH2:31]3)=[O:29])[CH2:11]2)=[CH:6][CH:5]=1>C(OCC)(=O)C>[ClH:1].[CH3:2][O:3][C:4]1[CH:5]=[CH:6][C:7]([CH2:8][S:9][C@@H:10]2[CH2:14][N:13]([C:15]([O:17][CH2:18][C:19]3[CH:20]=[CH:21][C:22]([N+:25]([O-:27])=[O:26])=[CH:23][CH:24]=3)=[O:16])[C@H:12]([C:28]([N:30]3[CH2:35][CH2:34][NH:33][CH2:32][CH2:31]3)=[O:29])[CH2:11]2)=[CH:43][CH:44]=1 |f:3.4|. Reported procedure: 27 ml of a 4N ethyl acetate solution of hydrogen chloride were added to a solution of 5.2 g of (2S,4S)-4-(4-methoxybenzylthio)-2-(4-t-butoxycarbonylpiperazin-1-ylcarbonyl)-1-(4-nitrobenzyloxycarbonyl)pyrrolidine [prepared as described in step (i) above] in 27 ml of ethyl acetate, and the resulting mixture was heated under reflux for 2 hours. At the end of this time, the reaction mixture was concentrated to dryness by evaporation under reduced pressure, and the resulting concentrate was triturate... The reactants are C=C(C)C, COC(=O)c1ccc(C(=O)O)c(Cl)c1, ClCCl, O=S(=O)(O)O. Yields the product COC(=O)c1ccc(C(=O)OC(C)(C)C)c(Cl)c1. RXN SMILES: [CH3:20][C:21]([CH3:22])=[CH2:23].[Cl:1][c:2]1[c:3]([C:4](=[O:5])[OH:6])[cH:7][cH:8][c:9]([C:11](=[O:12])[O:13][CH3:14])[cH:10]1.[Cl:24][CH2:25][Cl:26].[S:15](=[O:16])(=[O:17])([OH:18])[OH:19]>>[Cl:1][c:2]1[c:3]([C:4](=[O:5])[O:6][C:21]([CH3:20])([CH3:22])[CH3:23])[cH:7][cH:8][c:9]([C:11](=[O:12])[O:13][CH3:14])[cH:10]1. Starting materials: COC(=O)c1ccc(CBr)cc1, Cc1ccccc1, c1ccc(P(c2ccccc2)c2ccccc2)cc1. The product is [Br-], COC(=O)c1ccc(C[P+](c2ccccc2)(c2ccccc2)c2ccccc2)cc1. RXN SMILES: [Br:1][CH2:2][c:3]1[cH:4][cH:5][c:6]([C:7](=[O:8])[O:9][CH3:10])[cH:11][cH:12]1.[CH3:32][c:33]1[cH:34][cH:35][cH:36][cH:37][cH:38]1.[c:13]1([P:19]([c:20]2[cH:21][cH:22][cH:23][cH:24][cH:25]2)[c:26]2[cH:27][cH:28][cH:29][cH:30][cH:31]2)[cH:14][cH:15][cH:16][cH:17][cH:18]1>>[Br-:1].[CH2:2]([c:3]1[cH:4][cH:5][c:6]([C:7](=[O:8])[O:9][CH3:10])[cH:11][cH:12]1)[P+:19]([c:13]1[cH:14][cH:15][cH:16][cH:17][cH:18]1)([c:20]1[cH:21][cH:22][cH:23][cH:24][cH:25]1)[c:26]1[cH:27][cH:28][cH:29][cH:30][cH:31]1. The reactants are [Br-], [Mg+]C1CC1, OC(c1ccc(Cl)cc1)C1CC1, O=Cc1ccc(F)cc1Cl, C1CCOC1. Product: OC(c1ccc(F)cc1Cl)C1CC1. RXN SMILES: [Br-:11].[CH:12]1([Mg+:15])[CH2:13][CH2:14]1.[CH:16]1([CH:17]([c:18]2[cH:19][cH:20][c:21]([Cl:22])[cH:23][cH:24]2)[OH:25])[CH2:26][CH2:27]1.[Cl:1][c:2]1[c:3]([CH:4]=[O:5])[cH:6][cH:7][c:8]([F:10])[cH:9]1.[O:28]1[CH2:29][CH2:30][CH2:31][CH2:32]1>>[Cl:1][c:2]1[c:3]([CH:4]([OH:5])[CH:12]2[CH2:13][CH2:14]2)[cH:6][cH:7][c:8]([F:10])[cH:9]1. Reactants: NCC=1C=NC=CC1 (3-aminomethylpyridine), C(C1=CC=CC=C1)(C1=CC=CC=C1)=N (benzophenoneimine). Yields the product C1C=CCN[C@@H]1C2=CN=CC=C2 (Anatabine). As a reaction SMILES: [NH2:1][CH2:2][C:3]1[CH:4]=[N:5][CH:6]=[CH:7][CH:8]=1.[C:9](=N)([C:16]1C=CC=CC=1)[C:10]1C=CC=C[CH:11]=1>>[CH2:16]1[C@@H:2]([C:3]2[CH:8]=[CH:7][CH:6]=[N:5][CH:4]=2)[NH:1][CH2:11][CH:10]=[CH:9]1. Reported procedure: Anatabine was prepared synthetically using 3-aminomethylpyridine and benzophenoneimine as starting materials, according to the procedures described below. Reactants: CC(C)(C)OC(=O)N1CC(Nc2ccc(Br)cc2[N+](=O)[O-])C(OC(=O)CCl)C1, CO, [Li+], [OH-]. Product: CC(C)(C)OC(=O)N1CC(O)C(Nc2ccc(Br)cc2[N+](=O)[O-])C1. RXN SMILES: [Br:1][c:2]1[cH:3][c:4]([N+:26](=[O:27])[O-:28])[c:5]([NH:8][CH:9]2[CH2:10][N:11]([C:19](=[O:20])[O:21][C:22]([CH3:23])([CH3:24])[CH3:25])[CH2:12][CH:13]2[O:14][C:15](=[O:16])[CH2:17][Cl:18])[cH:6][cH:7]1.[CH3:31][OH:32].[Li+:29].[OH-:30]>>[Br:1][c:2]1[cH:3][c:4]([N+:26](=[O:27])[O-:28])[c:5]([NH:8][CH:9]2[CH2:10][N:11]([C:19](=[O:20])[O:21][C:22]([CH3:23])([CH3:24])[CH3:25])[CH2:12][CH:13]2[OH:14])[cH:6][cH:7]1. The reactants are CN(C1(CCC(CC1)CC(=O)NCCC1=CNC2=CC=CC=C12)C1=CC=C(C=C1)F)C (2-[4-dimethylamino-4-(4-fluorophenyl)cyclohexyl]-N-[2-(1H-indol-3-yl)ethyl]acetamide), Cl (hydrochloric acid). Run in CC(=O)CC (ethyl methyl ketone), C(C)O (ethanol). Run at time 2.5 hour. Yields the product Cl.CN(C1(CCC(CC1)CC(=O)NCCC1=CNC2=CC=CC=C12)C1=CC=C(C=C1)F)C (2-[4-Dimethylamino-4-(4-fluorophenyl)cyclohexyl]-N-[2-(1H-indol-3-yl)ethyl]acetamide hydrochloride). Isolated yield 75.0%. RXN SMILES: [CH3:1][N:2]([CH3:31])[C:3]1([C:24]2[CH:29]=[CH:28][C:27]([F:30])=[CH:26][CH:25]=2)[CH2:8][CH2:7][CH:6]([CH2:9][C:10]([NH:12][CH2:13][CH2:14][C:15]2[C:23]3[C:18](=[CH:19][CH:20]=[CH:21][CH:22]=3)[NH:17][CH:16]=2)=[O:11])[CH2:5][CH2:4]1.[ClH:32]>CC(CC)=O.C(O)C>[ClH:32].[CH3:31][N:2]([CH3:1])[C:3]1([C:24]2[CH:29]=[CH:28][C:27]([F:30])=[CH:26][CH:25]=2)[CH2:8][CH2:7][CH:6]([CH2:9][C:10]([NH:12][CH2:13][CH2:14][C:15]2[C:23]3[C:18](=[CH:19][CH:20]=[CH:21][CH:22]=3)[NH:17][CH:16]=2)=[O:11])[CH2:5][CH2:4]1 |f:4.5|. Reported procedure: The more polar diastereoisomer of 2-[4-dimethylamino-4-(4-fluorophenyl)cyclohexyl]-N-[2-(1H-indol-3-yl)ethyl]acetamide (224 mg, 0.74 mmol) was dissolved in a mixture of ethyl methyl ketone (15 ml) and ethanol (15 ml), 5 M isopropanolic hydrochloric acid (0.16 ml, 0.795 mmol) was added and the mixture was stirred at RT for 2.5 h. The product was filtered off with suction and obtained in a yield of 75% (181 mg) with an m.p. of 252-255° C. The reactants are C(CCCCCC)=O (n-heptanal), N(CCO)CCO (diethanolamine). The product is C(CCCCCC)N(CCO)CCO (n-heptyldiethanolamine). RXN SMILES: [CH:1](=O)[CH2:2][CH2:3][CH2:4][CH2:5][CH2:6][CH3:7].[NH:9]([CH2:13][CH2:14][OH:15])[CH2:10][CH2:11][OH:12]>>[CH2:1]([N:9]([CH2:13][CH2:14][OH:15])[CH2:10][CH2:11][OH:12])[CH2:2][CH2:3][CH2:4][CH2:5][CH2:6][CH3:7]. Procedure: The n-heptyldiethanolamine is prepared from n-heptanal and diethanolamine (DEoA).